This data is from the Open Reaction Database (ORD), a public repository of structured organic reaction records. The task is: describe an organic reaction: reactants, conditions, products, and yield Reaction SMILES: [CH3:1][O:2][C:3]1[CH:15]=[CH:14][C:6]([CH2:7][O:8][C:9]([CH3:13])([CH3:12])[CH2:10][OH:11])=[CH:5][CH:4]=1.[H-].[Na+].Cl[C:19]1[N:20]=[CH:21][C:22]([C:25]([O:27][CH3:28])=[O:26])=[N:23][CH:24]=1.Cl>CN1CCCC1=O>[CH3:1][O:2][C:3]1[CH:15]=[CH:14][C:6]([CH2:7][O:8][C:9]([CH3:13])([CH3:12])[CH2:10][O:11][C:19]2[N:20]=[CH:21][C:22]([C:25]([O:27][CH3:28])=[O:26])=[N:23][CH:24]=2)=[CH:5][CH:4]=1 |f:1.2|. Yield: 40.5%. Starting materials: COC1=CC=C(COC(CO)(C)C)C=C1 (2-[(4-methoxybenzyl)oxy]-2-methylpropan-1-ol), [H-].[Na+] (sodium hydride), Cl (hydrochloric acid), ClC=1N=CC(=NC1)C(=O)OC (methyl 5-chloropyrazine-2-carboxylate). Run at temperature 60 celsius, time 30 minute. Reported procedure: To a solution of 2-[(4-methoxybenzyl)oxy]-2-methylpropan-1-ol (0.30 g) in N-methylpyrrolidone (4.5 mL) was added sodium hydride (63 mg) under ice-cooling, followed by stirring at 60° C. for 30 minutes. To the reaction mixture was added methyl 5-chloropyrazine-2-carboxylate (246 mg), followed by stirring at 120° C. overnight. To the reaction mixture was added 1 M hydrochloric acid for neutralization in an ice bath, followed by extraction with ethyl acetate. The organic layer was washed with satur... Yields the product COC1=CC=C(COC(COC=2N=CC(=NC2)C(=O)OC)(C)C)C=C1 (methyl 5-{2-[(4-methoxybenzyl)oxy]-2-methylpropoxy}pyrazine-2-carboxylate). Run in CN1C(CCC1)=O (N-methylpyrrolidone). Starting materials: FC1=C(C=C(C(=O)O)C=C1)[N+](=O)[O-] (4-Fluoro-3-nitrobenzoic acid), NC1=CC=CC=C1 (aniline), Cl (HCl). The solvent is O (water), C(C)O (ethanol). Reaction conditions: time 20 minute. Product: N(C1=CC=CC=C1)C1=C(C=C(C(=O)O)C=C1)[N+](=O)[O-] (4-anilino-3-nitrobenzoic Acid). As a reaction SMILES: F[C:2]1[CH:10]=[CH:9][C:5]([C:6]([OH:8])=[O:7])=[CH:4][C:3]=1[N+:11]([O-:13])=[O:12].[NH2:14][C:15]1[CH:20]=[CH:19][CH:18]=[CH:17][CH:16]=1.Cl>C(O)C.O>[NH:14]([C:2]1[CH:10]=[CH:9][C:5]([C:6]([OH:8])=[O:7])=[CH:4][C:3]=1[N+:11]([O-:13])=[O:12])[C:15]1[CH:20]=[CH:19][CH:18]=[CH:17][CH:16]=1. Procedure: 4-Fluoro-3-nitrobenzoic acid (21.6 mmol) and an aniline (43.2 mmol) in 15 mL of ethanol were stirred at reflux under argon for 5 h resulting in the formation of an orange precipitate. After 12 h the heterogeneous reaction mixture was poured into 50 mL of 1N HCl(aq) and diluted with 100 mL of water. The solution was stirred for 20 min then the precipitate filtered to yield the 4-anilino-3-nitrobenzoic Acid: e.g. 4-{[3-(benzyloxy)phenyl]amino}-3-nitrobenzoic acid. Starting materials: ClC1=C(C=CC=C1)C1=NCC(NC2=C1C=C(C(=C2)OCCN(C)CCOC)C#N)=O (5-(2-chlorophenyl)-7-cyano-1,3-dihydro-8-(2-((2-methoxyethyl)methylamino)-ethoxy)-2H-1,4-benzodiazepin-2-one), COC=1C=CC(=CC1)P2(=S)SP(=S)(S2)C=3C=CC(=CC3)OC (Lawesson's reagent). Product: ClC1=C(C=CC=C1)C1=NCC(NC2=C1C=C(C(=C2)OCCN(C)CCOC)C#N)=S (5-(2-chlorophenyl)-7-cyano-1,3-dihydro-8-(2-((2-methoxyethyl)methylamino)-ethoxy)-2H-1,4-benzodiazepin-2-thione). As a reaction SMILES: [Cl:1][C:2]1[CH:7]=[CH:6][CH:5]=[CH:4][C:3]=1[C:8]1[C:14]2[CH:15]=[C:16]([C:28]#[N:29])[C:17]([O:19][CH2:20][CH2:21][N:22]([CH2:24][CH2:25][O:26][CH3:27])[CH3:23])=[CH:18][C:13]=2[NH:12][C:11](=O)[CH2:10][N:9]=1.COC1C=CC(P2(SP(C3C=CC(OC)=CC=3)(=S)S2)=[S:40])=CC=1>>[Cl:1][C:2]1[CH:7]=[CH:6][CH:5]=[CH:4][C:3]=1[C:8]1[C:14]2[CH:15]=[C:16]([C:28]#[N:29])[C:17]([O:19][CH2:20][CH2:21][N:22]([CH2:24][CH2:25][O:26][CH3:27])[CH3:23])=[CH:18][C:13]=2[NH:12][C:11](=[S:40])[CH2:10][N:9]=1. Procedure: 5-(2-chlorophenyl)-7-cyano-1,3-dihydro-8-(2-((2-methoxyethyl)methylamino)-ethoxy)-2H-1,4-benzodiazepin-2-thione (IIv) was prepared by reacting 0.00052 moles of 5-(2-chlorophenyl)-7-cyano-1,3-dihydro-8-(2-((2-methoxyethyl)methylamino)-ethoxy)-2H-1,4-benzodiazepin-2-one (Iv) with Lawesson's reagent in a manner analogous to Example 38. Starting materials: O=C([O-])[O-], CC1CCCN(CCCOS(C)(=O)=O)C1, CN(C)C=O, Cl, [K+], [K+], O, Cc1cc(-c2ccc(O)cc2)cc[n+]1[O-]. Product: Cc1cc(-c2ccc(OCCCN3CCCC(C)C3)cc2)cc[n+]1[O-]. RXN SMILES: [C:16](=[O:17])([O-:18])[O-:19].[CH3:23][S:24]([O:25][CH2:28][CH2:29][CH2:30][N:31]1[CH2:32][CH:33]([CH3:37])[CH2:34][CH2:35][CH2:36]1)(=[O:26])=[O:27].[CH3:39][N:40]([CH3:41])[CH:42]=[O:43].[ClH:22].[K+:20].[K+:21].[OH2:38].[OH:1][c:2]1[cH:3][cH:4][c:5](-[c:8]2[cH:9][c:10]([CH3:15])[n+:11]([O-:14])[cH:12][cH:13]2)[cH:6][cH:7]1>>[O:1]([c:2]1[cH:3][cH:4][c:5](-[c:8]2[cH:9][c:10]([CH3:15])[n+:11]([O-:14])[cH:12][cH:13]2)[cH:6][cH:7]1)[CH2:28][CH2:29][CH2:30][N:31]1[CH2:32][CH:33]([CH3:37])[CH2:34][CH2:35][CH2:36]1. Starting materials: C1CNCCN1, CS(C)=O, CC(=O)NCCNc1cc(Cl)nc(-c2ccc(Cl)cc2)n1, [Na+], O=C([O-])O. The product is CC(=O)NCCNc1cc(N2CCNCC2)nc(-c2ccc(Cl)cc2)n1. Reaction SMILES: [CH2:22]1[CH2:23][NH:24][CH2:25][CH2:26][NH:27]1.[CH3:33][S:34]([CH3:35])=[O:36].[Cl:1][c:2]1[cH:3][c:4]([NH:15][CH2:16][CH2:17][NH:18][C:19]([CH3:20])=[O:21])[n:5][c:6](-[c:8]2[cH:9][cH:10][c:11]([Cl:14])[cH:12][cH:13]2)[n:7]1.[Na+:28].[OH:29][C:30](=[O:31])[O-:32]>>[c:2]1([N:24]2[CH2:23][CH2:22][NH:27][CH2:26][CH2:25]2)[cH:3][c:4]([NH:15][CH2:16][CH2:17][NH:18][C:19]([CH3:20])=[O:21])[n:5][c:6](-[c:8]2[cH:9][cH:10][c:11]([Cl:14])[cH:12][cH:13]2)[n:7]1. Starting materials: C(C)[SiH](CC)CC (triethylsilane), Cl.C(#N)C=1C=CC2=C(CN([C@@H](CN2CC=2C=NC=CC2)CC2=CC=CC=C2)S(=O)(=O)C=2SC=CC2)C1 ((R)-7-Cyano-2,3,4,5-tetrahydro-3-(phenylmethyl)-1-(3-pyridinylmethyl)-4-(2-thienesulfonyl)-1H-1,4-benzodiazepine, Hydrochloride), FC(C(=O)O)(F)F (trifluoroacetic acid), ClCCCC1OCCO1 (2(chloropropyl)-1,3-dioxolane). The solvent is C(Cl)Cl (CH2Cl2). Conditions: time 1 hour. Product: C(#N)C=1C=CC2=C(CN([C@@H](CN2CCCCCl)CC2=CC=CC=C2)S(=O)(=O)C=2SC=CC2)C1 ((R)-7-Cyano-2,3,4,5-tetrahydro-1-(4-chlorobutyl)-3-(phenylmethyl)-4-(2-thienylsulfonyl)-1H-1,4-benzodiazepine). Reaction SMILES: Cl.[C:2]([C:4]1[CH:5]=[CH:6][C:7]2[N:13]([CH2:14][C:15]3C=NC=[CH:19][CH:20]=3)[CH2:12][C@@H:11]([CH2:21][C:22]3[CH:27]=[CH:26][CH:25]=[CH:24][CH:23]=3)[N:10]([S:28]([C:31]3[S:32][CH:33]=[CH:34][CH:35]=3)(=[O:30])=[O:29])[CH2:9][C:8]=2[CH:36]=1)#[N:3].[Cl:37]CCCC1OCCO1.FC(F)(F)C(O)=O.C([SiH](CC)CC)C>C(Cl)Cl>[C:2]([C:4]1[CH:5]=[CH:6][C:7]2[N:13]([CH2:14][CH2:15][CH2:20][CH2:19][Cl:37])[CH2:12][C@@H:11]([CH2:21][C:22]3[CH:27]=[CH:26][CH:25]=[CH:24][CH:23]=3)[N:10]([S:28]([C:31]3[S:32][CH:33]=[CH:34][CH:35]=3)(=[O:30])=[O:29])[CH2:9][C:8]=2[CH:36]=1)#[N:3] |f:0.1|. Reported procedure: To a solution of Compound B of Example 23 (410 mg, 1 mmol) dissolved in CH2Cl2 (10 mL) was added 2(chloropropyl)-1,3-dioxolane(0.53 mL, 4 mmol) followed by trifluoroacetic acid (10 mL) and triethylsilane (0.64 mL, 4 mmol). Stirring was continued for 1 hr and the solvent was removed under vacuum. The residue was neutralized with saturated aqueous Na2CO3, diluted with CH2Cl2, washed with brine and evaporated to a yellow solid (500 mg).